From a dataset of the Open Reaction Database (ORD), a public repository of structured organic reaction records. describe an organic reaction: reactants, conditions, products, and yield Reactants: ClCCCCN1C(NC2=C1C=CC=C2)=O (1-(4-chlorobutyl)-1,3-dihydro-2H-benzimidazol-2-one), FC1=CC=C(C=C1)C(N1CCNCC1)C1=CC=C(C=C1)F (1-[bis(4-fluorophenyl)methyl]piperazine), C([O-])([O-])=O.[Na+].[Na+] (sodium carbonate), [I-].[K+] (potassium iodide). As a reaction SMILES: [Cl:1][CH2:2][CH2:3][CH2:4][CH2:5][N:6]1[C:10]2[CH:11]=[CH:12][CH:13]=[CH:14][C:9]=2[NH:8][C:7]1=[O:15].[F:16][C:17]1[CH:22]=[CH:21][C:20]([CH:23]([C:30]2[CH:35]=[CH:34][C:33]([F:36])=[CH:32][CH:31]=2)[N:24]2[CH2:29][CH2:28][NH:27][CH2:26][CH2:25]2)=[CH:19][CH:18]=1.C(=O)([O-])[O-].[Na+].[Na+].[I-].[K+]>O.CC(C)CC(=O)C>[ClH:1].[ClH:1].[F:36][C:33]1[CH:32]=[CH:31][C:30]([CH:23]([C:20]2[CH:21]=[CH:22][C:17]([F:16])=[CH:18][CH:19]=2)[N:24]2[CH2:25][CH2:26][N:27]([CH2:2][CH2:3][CH2:4][CH2:5][N:6]3[C:10]4[CH:11]=[CH:12][CH:13]=[CH:14][C:9]=4[NH:8][C:7]3=[O:15])[CH2:28][CH2:29]2)=[CH:35][CH:34]=1 |f:2.3.4,5.6,9.10.11|. The solvent is O (water), O (water), CC(CC(C)=O)C (4-methyl-2-pentanone). Procedure: A mixture of 4.94 parts of 1-(4-chlorobutyl)-1,3-dihydro-2H-benzimidazol-2-one, 5.76 parts of 1-[bis(4-fluorophenyl)methyl]piperazine, 5.3 parts of sodium carbonate, 0.2 parts of potassium iodide and 200 parts of 4-methyl-2-pentanone is stirred and refluxed for 20 hours with water-separator. The reaction mixture is cooled, water is added and the layers are separated. The organic phase is dried, filtered and evaporated. The residue is crystallized from ethanol. The product is filtered off and dri... The product is Cl.Cl.FC1=CC=C(C=C1)C(N1CCN(CC1)CCCCN1C(NC2=C1C=CC=C2)=O)C2=CC=C(C=C2)F (1-[4-{4-[bis(4-fluorophenyl)methyl]-1-piperazinyl}butyl]-1,3-dihydro-2H-benzimidazol-2-one dihydrochloride). Reactants: N#Cc1ncc(C(=O)O)c(C(F)(F)F)n1, O=C(Cl)C(=O)Cl, CN(C)C=O. Yields the product N#Cc1ncc(C(=O)Cl)c(C(F)(F)F)n1. As a reaction SMILES: [C:1](#[N:2])[c:3]1[n:4][cH:5][c:6]([C:13](=[O:14])[OH:15])[c:7]([C:9]([F:10])([F:11])[F:12])[n:8]1.[Cl:16][C:17]([C:18]([Cl:19])=[O:20])=[O:21].[O:22]=[CH:23][N:24]([CH3:25])[CH3:26]>>[C:1](#[N:2])[c:3]1[n:4][cH:5][c:6]([C:13](=[O:15])[Cl:16])[c:7]([C:9]([F:10])([F:11])[F:12])[n:8]1. The reactants are ClC1=C(C=C(C(=O)Cl)C=C1)S(N)(=O)=O (4-chloro-3-sulfamoylbenzoyl chloride), S1C2=C(C=C1)C=CC=C2 (benzo[b]thiophene), water ice. The reagents and catalysts are [Ti](Cl)(Cl)(Cl)Cl (titanium tetrachloride). Run in C1(=CC=CC=C1)C (toluene). Conditions: time 15 minute. Yields the product ClC1=C(C=C(C(=O)C=2C3=C(SC2)C=CC=C3)C=C1)S(N)(=O)=O (3-(4-Chloro-3-sulfamoylbenzoyl)-benzo[b]thiophene). RXN SMILES: [Cl:1][C:2]1[CH:10]=[CH:9][C:5]([C:6](Cl)=[O:7])=[CH:4][C:3]=1[S:11](=[O:14])(=[O:13])[NH2:12].[S:15]1[CH:19]=[CH:18][C:17]2[CH:20]=[CH:21][CH:22]=[CH:23][C:16]1=2>C1(C)C=CC=CC=1.[Ti](Cl)(Cl)(Cl)Cl>[Cl:1][C:2]1[CH:10]=[CH:9][C:5]([C:6]([C:18]2[C:17]3[CH:20]=[CH:21][CH:22]=[CH:23][C:16]=3[S:15][CH:19]=2)=[O:7])=[CH:4][C:3]=1[S:11](=[O:14])(=[O:13])[NH2:12]. Reported procedure: 5.1 g of powdered 4-chloro-3-sulfamoylbenzoyl chloride are introduced into a solution of 3 g benzo[b]thiophene in 50 ml anhydrous toluene, and subsequently, 12 g titanium tetrachloride are added with agitation. Agitation is continued for 15 minutes at room temperature, the mixture is heated to boiling for about 15 minutes, cooled and poured onto a water/ice suspension. Extraction is carried out then with 70 acetic ester, the organic phase is separated and stirred for 5 hours with an aqueous sodi... Reactants: CC1=C(NC2=CC=CC=C12)C=1C=NC=CC1 (3-methyl-2-(3-pyridyl)indole), O1C(CCCC1)OCCCCCCCCBr (1-tetrahydropyranyloxy-8-bromooctane), ice water, [H-].[Na+] (sodium hydride). Run in CN(C=O)C (dimethylformamide), CN(C=O)C (dimethylformamide), CN(C=O)C (dimethylformamide). Reaction conditions: time 0.5 hour. Yields the product OCCCCCCCCN1C(=C(C2=CC=CC=C12)C)C=1C=NC=CC1 (1-(8-hydroxyoctyl)-2-(3-pyridyl)-3-methylindole). RXN SMILES: [H-].[Na+].[CH3:3][C:4]1[C:12]2[C:7](=[CH:8][CH:9]=[CH:10][CH:11]=2)[NH:6][C:5]=1[C:13]1[CH:14]=[N:15][CH:16]=[CH:17][CH:18]=1.O1CCCCC1[O:25][CH2:26][CH2:27][CH2:28][CH2:29][CH2:30][CH2:31][CH2:32][CH2:33]Br>CN(C)C=O>[OH:25][CH2:26][CH2:27][CH2:28][CH2:29][CH2:30][CH2:31][CH2:32][CH2:33][N:6]1[C:7]2[C:12](=[CH:11][CH:10]=[CH:9][CH:8]=2)[C:4]([CH3:3])=[C:5]1[C:13]1[CH:14]=[N:15][CH:16]=[CH:17][CH:18]=1 |f:0.1|. Reported procedure: To a suspension of 2.9 g (0.06 mole) of 50% sodium hydride in mineral oil in 40 ml of dimethylformamide under nitrogen at 0°-5° is added dropwise over 20 minutes a solution of 10.4 g of 3-methyl-2-(3-pyridyl)indole in 60 ml of dimethylformamide. The mixture is stirred for 0.5 hour at 0°-5° followed by the dropwise addition of 17.6 g (0.06 mole) of 1-tetrahydropyranyloxy-8-bromooctane in 50 ml of dimethylformamide. After stirring at 0°-10° for 1 hour and at room temperature for 0.5 hour, the reac... Starting materials: O=C([O-])[O-], COS(=O)(=O)OC, CC(C)=O, Nc1nonc1-c1nc2ccccc2n1CC(=O)c1ccc(Cl)cc1, [K+], [K+]. The product is CNc1nonc1-c1nc2ccccc2n1CC(=O)c1ccc(Cl)cc1. RXN SMILES: [C:26](=[O:27])([O-:28])[O-:29].[CH3:32][O:33][S:34]([O:35][CH3:36])(=[O:37])=[O:38].[CH3:39][C:40](=[O:41])[CH3:42].[Cl:1][c:2]1[cH:3][cH:4][c:5]([C:6]([CH2:7][n:8]2[c:9](-[c:17]3[c:18]([NH2:22])[n:19][o:20][n:21]3)[n:10][c:11]3[c:12]2[cH:13][cH:14][cH:15][cH:16]3)=[O:23])[cH:24][cH:25]1.[K+:30].[K+:31]>>[Cl:1][c:2]1[cH:3][cH:4][c:5]([C:6]([CH2:7][n:8]2[c:9](-[c:17]3[c:18]([NH:22][CH3:26])[n:19][o:20][n:21]3)[n:10][c:11]3[c:12]2[cH:13][cH:14][cH:15][cH:16]3)=[O:23])[cH:24][cH:25]1. Reactants: ClC1=CC=C(C=C1)C(CN1C(SC2=C1C=CC=C2)=N)O (α-(4-chlorophenyl)2-imino-3-benzothiazolineethanol), S(O)(O)(=O)=O (sulfuric acid), [OH-].[NH4+] (ammonium hydroxide). Reaction conditions: time 1 hour. Product: ClC1=CC=C(C=C1)C1N=C2SC3=C(N2C1)C=CC=C3 (2-(4-chlorophenyl)-2,3-dihydroimidazo[2,1-b]benzothiazole). RXN SMILES: [Cl:1][C:2]1[CH:7]=[CH:6][C:5]([CH:8](O)[CH2:9][N:10]2[C:14]3[CH:15]=[CH:16][CH:17]=[CH:18][C:13]=3[S:12][C:11]2=[NH:19])=[CH:4][CH:3]=1.S(=O)(=O)(O)O.[OH-].[NH4+]>>[Cl:1][C:2]1[CH:7]=[CH:6][C:5]([CH:8]2[CH2:9][N:10]3[C:11]([S:12][C:13]4[CH:18]=[CH:17][CH:16]=[CH:15][C:14]=43)=[N:19]2)=[CH:4][CH:3]=1 |f:2.3|. Reported procedure: A mixture of 4 parts of α-(4-chlorophenyl)2-imino-3-benzothiazolineethanol and 23 parts of concentrated sulfuric acid is stirred first for 30 minutes in an ice-bath and further for 1 h. 30 at room temperature. The reaction mixture is poured onto crushed ice, alkalized with ammonium hydroxide and the product is extracted with trichloromethane. The extract is dried, filtered and evaporated. The solid residue is crystallized from 2-propanol, yielding 1.6 parts of 2-(4-chlorophenyl)-2,3-dihydroimida... The reactants are ClC(=O)[O-] (chloroformate), N1=CC=CC=C1 (pyridine), CC1(CC1)C=1C=C(N(N1)C1=CC=C(C=C1)C)N (5-(1-methyl-cyclopropyl)-2-p-tolyl-2H-pyrazol-3-ylamine), N1=CC=CC=C1 (pyridine), ClC(=O)OCC(Cl)(Cl)Cl (2,2,2-trichloroethyl chloroformate). The solvent is O (water), C1CCOC1 (THF). Conditions: temperature 0 celsius, time 2 hour. Yields the product ClC(COC(NC=1N(N=C(C1)C1(CC1)C)C1=CC=C(C=C1)C)=O)(Cl)Cl ([5-(1-methyl-cyclopropyl)-2-p-tolyl-2H-pyrazol-3-yl]-carbamic acid 2,2,2-trichloroethyl ester). Yield: 81.2%. As a reaction SMILES: [CH3:1][C:2]1([C:5]2[CH:6]=[C:7]([NH2:17])[N:8]([C:10]3[CH:15]=[CH:14][C:13]([CH3:16])=[CH:12][CH:11]=3)[N:9]=2)[CH2:4][CH2:3]1.N1C=CC=CC=1.Cl[C:25]([O:27][CH2:28][C:29]([Cl:32])([Cl:31])[Cl:30])=[O:26].ClC([O-])=O>C1COCC1.O>[Cl:30][C:29]([Cl:32])([Cl:31])[CH2:28][O:27][C:25](=[O:26])[NH:17][C:7]1[N:8]([C:10]2[CH:11]=[CH:12][C:13]([CH3:16])=[CH:14][CH:15]=2)[N:9]=[C:5]([C:2]2([CH3:1])[CH2:3][CH2:4]2)[CH:6]=1. Reported procedure: Treat a cooled (0° C.) solution of the 5-(1-methyl-cyclopropyl)-2-p-tolyl-2H-pyrazol-3-ylamine (5.68 g, 25 mmol) and pyridine (2.2 mL, 27.5 mmol) in THF (3 mL/mmol) with 2,2,2-trichloroethyl chloroformate (3.7 mL, 27.5 mmol). Maintain the reaction temperature at 0° C., and after 2 hours, add small portions of chloroformate (0.3 mL) and pyridine (0.2 mL). One hour later, dilute the reaction with water (150 mL) and extract with EtOAc (3×100 mL). Wash the combined organic phases with water (100 mL)... The product is CN1CCOc2ccccc2Oc2ccccc2C1, Cl. As a reaction SMILES: [CH3:20][NH2:21].[CH3:22][CH2:23][OH:24].[Cl:1][CH2:2][CH2:3][O:4][c:5]1[c:6]([O:11][c:12]2[c:13]([CH2:18][Cl:19])[cH:14][cH:15][cH:16][cH:17]2)[cH:7][cH:8][cH:9][cH:10]1>>[CH2:2]1[CH2:3][O:4][c:5]2[c:6]([cH:7][cH:8][cH:9][cH:10]2)[O:11][c:12]2[c:13]([cH:14][cH:15][cH:16][cH:17]2)[CH2:18][N:21]1[CH3:20].[ClH:1]. Starting materials: CN, CCO, ClCCOc1ccccc1Oc1ccccc1CCl. Reactants: ClC1=CC2=C(SC(=C2C)C2=CN=C3N2N=C(C=C3)NCCCCO)C=C1 (4-(3-(5-chloro-3-methylbenzo[b]thiophen-2-yl)imidazo[1,2-b]pyridazin-6-ylamino)butan-1-ol), [H][H] (hydrogen). Reagents/catalysts: [Pd] (Pd/C). The solvent is CO (methanol). Reaction conditions: time 3 hour. Product: CC=1C2=C(SC1C1=CN=C3N1N=C(C=C3)NCCCCO)C=CC=C2 (4-(3-(3-methylbenzo[b]thiophen-2-yl)imidazo[1,2-b]pyridazin-6-ylamino)butan-1-ol). Isolated yield 82.3%. RXN SMILES: Cl[C:2]1[CH:26]=[CH:25][C:5]2[S:6][C:7]([C:10]3[N:14]4[N:15]=[C:16]([NH:19][CH2:20][CH2:21][CH2:22][CH2:23][OH:24])[CH:17]=[CH:18][C:13]4=[N:12][CH:11]=3)=[C:8]([CH3:9])[C:4]=2[CH:3]=1.[H][H]>CO.[Pd]>[CH3:9][C:8]1[C:4]2[CH:3]=[CH:2][CH:26]=[CH:25][C:5]=2[S:6][C:7]=1[C:10]1[N:14]2[N:15]=[C:16]([NH:19][CH2:20][CH2:21][CH2:22][CH2:23][OH:24])[CH:17]=[CH:18][C:13]2=[N:12][CH:11]=1. Procedure details: To a solution of 4-(3-(5-chloro-3-methylbenzo[b]thiophen-2-yl)imidazo[1,2-b]pyridazin-6-ylamino)butan-1-ol (20 mg, 0.0517 mmol, 1.0 equiv) in methanol (2.00 mL) was added Pd/C and placed under a balloon of hydrogen. After 3 h, the reaction mixture was filtered through a plug of silica gel to provide 15 mg of the white solid, 82%.